This data is from the Open Reaction Database (ORD), a public repository of structured organic reaction records. The task is: describe an organic reaction: reactants, conditions, products, and yield Starting materials: S(=O)(=O)=NC(=O)N (sulfonylurea), C(C)(C)(C)OC(N(C)C=1C=C2C=CN(C(C2=CC1F)=O)C1=CC=C(C=C1)N)=O ([2-(4-Amino-phenyl)-7-fluoro-1-oxo-1,2-dihydro-isoquinolin-6-yl]-methyl-carbamic acid tert-butyl ester), FC(C1=CC=C(S1)S(=O)(=O)N)F (5-difluoromethyl-thiophene-2-sulfonic acid amide). Product: NC=1C=C2C=CN(C(C2=CC1F)=O)C1=CC=C(C=C1)NC(=O)NS(=O)(=O)C=1SC(=CC1)C(F)F (N-({[4-(6-amino-7-fluoro-1-oxoisoquinolin-2(1H)-yl)phenyl]amino}carbonyl)-5-difluoromethylthiophene-2-sulfonamide). As a reaction SMILES: [S:1](=[N:4][C:5]([NH2:7])=[O:6])(=[O:3])=[O:2].C(OC(=O)[N:14]([C:16]1[CH:17]=[C:18]2[C:23](=[CH:24][C:25]=1[F:26])[C:22](=[O:27])[N:21]([C:28]1[CH:33]=[CH:32][C:31](N)=[CH:30][CH:29]=1)[CH:20]=[CH:19]2)C)(C)(C)C.[F:36][CH:37]([F:47])[C:38]1[S:42][C:41](S(N)(=O)=O)=[CH:40][CH:39]=1>>[NH2:14][C:16]1[CH:17]=[C:18]2[C:23](=[CH:24][C:25]=1[F:26])[C:22](=[O:27])[N:21]([C:28]1[CH:29]=[CH:30][C:31]([NH:7][C:5]([NH:4][S:1]([C:41]3[S:42][C:38]([CH:37]([F:47])[F:36])=[CH:39][CH:40]=3)(=[O:3])=[O:2])=[O:6])=[CH:32][CH:33]=1)[CH:20]=[CH:19]2. Procedure: An analogous sulfonylurea coupling and de-protection procedure to that described in Example 29 was performed on [2-(4-Amino-phenyl)-7-fluoro-1-oxo-1,2-dihydro-isoquinolin-6-yl]-methyl-carbamic acid tert-butyl ester (Example 9) and 5-difluoromethyl-thiophene-2-sulfonic acid amide to give N-({[4-(6-amino-7-fluoro-1-oxoisoquinolin-2(1H)-yl)phenyl]amino}carbonyl)-5-difluoromethylthiophene-2-sulfonamide. ES-MS (M+H)+=523.1; 1H-NMR (DMSO-d6) δ (ppm): 8.70-8.64 (s, 1H), 7.66-7.60 (d, J=12.4 Hz), 7.56-7... Reactants: Nc1ncc(Br)cc1OCc1c(Cl)cccc1Cl, COCCOC, CCOC(C)=O, [Na+], [Na+], O=C([O-])[O-], O, Oc1ccccc1, Cl[Pd]Cl, c1ccc(P(c2ccccc2)c2ccccc2)cc1, c1ccc(P(c2ccccc2)c2ccccc2)cc1. The product is Nc1ncc(-c2ccc(O)cc2)cc1OCc1c(Cl)cccc1Cl. As a reaction SMILES: [Br:1][c:2]1[cH:3][c:4]([O:9][CH2:10][c:11]2[c:12]([Cl:18])[cH:13][cH:14][cH:15][c:16]2[Cl:17])[c:5]([NH2:8])[n:6][cH:7]1.[CH3:32][O:33][CH2:34][CH2:35][O:36][CH3:37].[CH3:39][CH2:40][O:41][C:42](=[O:43])[CH3:44].[Na+:26].[Na+:27].[O-:28][C:29](=[O:30])[O-:31].[OH2:38].[OH:19][c:20]1[cH:21][cH:22][cH:23][cH:24][cH:25]1.[Pd:45]([Cl:46])[Cl:47].[c:48]1([P:49]([c:50]2[cH:51][cH:52][cH:53][cH:54][cH:55]2)[c:56]2[cH:57][cH:58][cH:59][cH:60][cH:61]2)[cH:62][cH:63][cH:64][cH:65][cH:66]1.[c:67]1([P:68]([c:69]2[cH:70][cH:71][cH:72][cH:73][cH:74]2)[c:75]2[cH:76][cH:77][cH:78][cH:79][cH:80]2)[cH:81][cH:82][cH:83][cH:84][cH:85]1>>[c:2]1(-[c:23]2[cH:22][cH:21][c:20]([OH:19])[cH:25][cH:24]2)[cH:3][c:4]([O:9][CH2:10][c:11]2[c:12]([Cl:18])[cH:13][cH:14][cH:15][c:16]2[Cl:17])[c:5]([NH2:8])[n:6][cH:7]1. The reactants are C(C)(=O)O[C@H]1C(SC[C@H]([C@@H]1OC(C)=O)OC(C)=O)Br (2,3,4-tri-O-acetyl-5-thio-D-xylopyranosyl bromide), CC=1SC2=C(N1)C=C(C=C2)O (2-methyl-5-hydroxybenzothiazole). The product is C(C)(=O)O[C@H]1[C@H](OC=2C=CC3=C(N=C(S3)C)C2)SC[C@H]([C@@H]1OC(C)=O)OC(C)=O (2-methyl-5-benzothiazolyl 2,3,4-tri-O-acetyl-5-thio-β-D-xylopyranoside). The yield is 6.0%. Reaction SMILES: [C:1]([O:4][C@@H:5]1[C@@H:10]([O:11][C:12](=[O:14])[CH3:13])[C@H:9]([O:15][C:16](=[O:18])[CH3:17])[CH2:8][S:7][CH:6]1Br)(=[O:3])[CH3:2].[CH3:20][C:21]1[S:22][C:23]2[CH:29]=[CH:28][C:27]([OH:30])=[CH:26][C:24]=2[N:25]=1>>[C:1]([O:4][C@@H:5]1[C@@H:10]([O:11][C:12](=[O:14])[CH3:13])[C@H:9]([O:15][C:16](=[O:18])[CH3:17])[CH2:8][S:7][C@H:6]1[O:30][C:27]1[CH:28]=[CH:29][C:23]2[S:22][C:21]([CH3:20])=[N:25][C:24]=2[CH:26]=1)(=[O:3])[CH3:2]. Reported procedure: By carrying out the process in a manner similar to example 7, starting from 2,3,4-tri-O-acetyl-5-thio-D-xylopyranosyl bromide and 2-methyl-5-hydroxybenzothiazole, the desired product is obtained in the form of white crystals with a yield of 6%. Reactants: ClC1=CC(=CN(C1=O)C)NC(C=1C(=NN(C1)C(C)C)C(=O)O)C1=CC=C(C=C1)Cl (4-(((5-chloro-1-methyl-6-oxo-1,6-dihydropyridin-3-yl)amino)(4-chlorophenyl)methyl)-1-isopropyl-1H-pyrazole-3-carboxylic acid). The solvent is C(Cl)Cl.CO (CH2Cl2 MeOH). The product is ClC1=CC(=CN(C1=O)C)N1C(C2=NN(C=C2C1C1=CC=C(C=C1)Cl)C(C)C)=O (5-(5-chloro-1-methyl-6-oxo-1,6-dihydropyridin-3-yl)-4-(4-chlorophenyl)-2-isopropyl-4,5-dihydropyrrolo[3,4-c]pyrazol-6(2H)-one). RXN SMILES: [Cl:1][C:2]1[C:7](=[O:8])[N:6]([CH3:9])[CH:5]=[C:4]([NH:10][CH:11]([C:23]2[CH:28]=[CH:27][C:26]([Cl:29])=[CH:25][CH:24]=2)[C:12]2[C:13]([C:20](O)=[O:21])=[N:14][N:15]([CH:17]([CH3:19])[CH3:18])[CH:16]=2)[CH:3]=1>C(Cl)Cl.CO>[Cl:1][C:2]1[C:7](=[O:8])[N:6]([CH3:9])[CH:5]=[C:4]([N:10]2[CH:11]([C:23]3[CH:24]=[CH:25][C:26]([Cl:29])=[CH:27][CH:28]=3)[C:12]3[C:13](=[N:14][N:15]([CH:17]([CH3:19])[CH3:18])[CH:16]=3)[C:20]2=[O:21])[CH:3]=1 |f:1.2|. Procedure: The title compound was prepared in analogy to the procedure described in Example 1 using 4-(((5-chloro-1-methyl-6-oxo-1,6-dihydropyridin-3-yl)amino)(4-chlorophenyl)methyl)-1-isopropyl-1H-pyrazole-3-carboxylic acid (Step 42.2). tR: 4.25 min (HPLC 1); tR: 0.95 min (LC-MS 2); ESI-MS: 417 [m+H]+(LC-MS 2); Rf=0.51 (CH2Cl2/MeOH 9:1); 1H NMR (400 MHz, DMSO-d6) δ ppm 1.39-1.46 (m, 6H) 3.43 (s, 3H) 4.54-4.67 (m, 1H) 6.16 (s, 1H) 7.20-7.27 (m, 2H) 7.32-7.38 (m, 2H) 7.87 (s, 1H) 7.88-7.90 (m, 1H) 7.91-7.93... Reactants: FC1=CC=C(C=C1)Br (4-fluorobromobenzene), C1(=CC=CC=C1)B(O)O (phenylboronic acid), C1(=CC=CC=C1)P(C1=CC=CC=C1)C1=CC=CC=C1 (triphenylphosphine), C([O-])([O-])=O.[Na+].[Na+] (sodium carbonate). The reagents and catalysts are [Pd] (Pd). The solvent is C(CC)O (n-propanol), O (water), O (water). Reaction conditions: temperature 85 celsius, time 1 hour. Product: FC1=CC=C(C=C1)C1=CC=CC=C1 (4-fluorobiphenyl). RXN SMILES: C(=O)([O-])[O-].[Na+].[Na+].[F:7][C:8]1[CH:13]=[CH:12][C:11](Br)=[CH:10][CH:9]=1.[C:15]1(B(O)O)[CH:20]=[CH:19][CH:18]=[CH:17][CH:16]=1.C1(P(C2C=CC=CC=2)C2C=CC=CC=2)C=CC=CC=1>O.C(O)CC.[Pd]>[F:7][C:8]1[CH:13]=[CH:12][C:11]([C:15]2[CH:20]=[CH:19][CH:18]=[CH:17][CH:16]=2)=[CH:10][CH:9]=1 |f:0.1.2|. Procedure details: A solution of sodium carbonate (3.3 g, 0.031 mol) in demineralized water (25 mL) is added to a solution containing 4-fluorobromobenzene (4.55 g, 0.026 mol), phenylboronic acid (3.3 g, 0.027 mol), Pd (II) acetate (18 mg) and triphenylphosphine (65 mg) in n-propanol (50 mL). The reaction mixture is stirred at 80-90° C. for 1 hour. It is allowed to cool back to room temperature. Demineralized water (100 mL) is added and the aqueous layer is extracted with ethyl acetate (200 mL). The organic layer i... The reactants are FC1=CC=CC(=C1C1=CC(=CC=C1)C)C(=CCCCOC)[C@H]1CN(CCO1)C(=O)OC(C)(C)C ((S)-tert-butyl 2-(1-(6-fluoro-3′-methylbiphenyl-2-yl)-5-methoxypent-1-enyl)morpholine-4-carboxylate). The solvent is CO (methanol), [H][H] (hydrogen), [OH-].[OH-].[Pd+2] (Pd(OH)2/C). Yields the product FC1=CC=CC(=C1C1=CC(=CC=C1)C)C(CCCCOC)[C@H]1CN(CCO1)C(=O)OC(C)(C)C ((2S)-tert-butyl 2-(1-(6-fluoro-3′-methylbiphenyl-2-yl)-5-methoxypentyl)morpholine-4-carboxylate). RXN SMILES: [F:1][C:2]1[C:7]([C:8]2[CH:13]=[CH:12][CH:11]=[C:10]([CH3:14])[CH:9]=2)=[C:6]([C:15]([C@@H:22]2[O:27][CH2:26][CH2:25][N:24]([C:28]([O:30][C:31]([CH3:34])([CH3:33])[CH3:32])=[O:29])[CH2:23]2)=[CH:16][CH2:17][CH2:18][CH2:19][O:20][CH3:21])[CH:5]=[CH:4][CH:3]=1>CO.[H][H].[OH-].[OH-].[Pd+2]>[F:1][C:2]1[C:7]([C:8]2[CH:13]=[CH:12][CH:11]=[C:10]([CH3:14])[CH:9]=2)=[C:6]([CH:15]([C@@H:22]2[O:27][CH2:26][CH2:25][N:24]([C:28]([O:30][C:31]([CH3:34])([CH3:33])[CH3:32])=[O:29])[CH2:23]2)[CH2:16][CH2:17][CH2:18][CH2:19][O:20][CH3:21])[CH:5]=[CH:4][CH:3]=1 |f:3.4.5|. Reported procedure: (S)-tert-butyl 2-(1-(6-fluoro-3′-methylbiphenyl-2-yl)-5-methoxypent-1-enyl)morpholine-4-carboxylate (133 mg, 0.28 mmol) was dissolved in methanol and hydrogenated under 50 psi of hydrogen in the presence of 10% Pd(OH)2/C as catalyst for 48 h. The reaction mixture was filtered and evaporated to give (2S)-tert-butyl 2-(1-(6-fluoro-3′-methylbiphenyl-2-yl)-5-methoxypentyl)morpholine-4-carboxylate in nearly quantitative yield. MS m/z 470 (M+H)+.